Dataset: the Open Reaction Database (ORD), a public repository of structured organic reaction records. Task: describe an organic reaction: reactants, conditions, products, and yield Reactants: CC[SiH](CC)CC, CCOC(=O)c1cc(C(=O)Cc2ccc(Cl)cc2)c[nH]1, O=C(O)C(F)(F)F. Yields the product CCOC(=O)c1cc(CCc2ccc(Cl)cc2)c[nH]1. RXN SMILES: [CH2:1]([SiH:2]([CH2:3][CH3:4])[CH2:5][CH3:6])[CH3:7].[CH2:8]([CH3:9])[O:10][C:11](=[O:12])[c:13]1[nH:14][cH:15][c:16]([C:18]([CH2:19][c:20]2[cH:21][cH:22][c:23]([Cl:26])[cH:24][cH:25]2)=[O:27])[cH:17]1.[OH:28][C:29]([C:30]([F:31])([F:32])[F:33])=[O:34]>>[CH2:8]([CH3:9])[O:10][C:11](=[O:12])[c:13]1[nH:14][cH:15][c:16]([CH2:18][CH2:19][c:20]2[cH:21][cH:22][c:23]([Cl:26])[cH:24][cH:25]2)[cH:17]1. Starting materials: BrC=1C(=C(C=C(C1C#N)Cl)C(C)NC(OC(C)(C)C)=O)OCC (tert-butyl [1-(3-bromo-5-chloro-4-cyano-2-ethoxyphenyl)ethyl]carbamate), CN(C(=O)C1=CC=C(C=N1)B(O)O)C ({6-[(Dimethylamino)carbonyl]pyridin-3-yl}boronic acid), C([O-])([O-])=O.[K+].[K+] (potassium carbonate). Reagents/catalysts: C=1C=CC(=CC1)[P](C=2C=CC=CC2)(C=3C=CC=CC3)[Pd]([P](C=4C=CC=CC4)(C=5C=CC=CC5)C=6C=CC=CC6)([P](C=7C=CC=CC7)(C=8C=CC=CC8)C=9C=CC=CC9)[P](C=1C=CC=CC1)(C=1C=CC=CC1)C=1C=CC=CC1 (tetrakis(triphenylphosphine)palladium(0)). Solvent: O1CCOCC1 (1,4-dioxane), O (water). Run at temperature 90 celsius. Yields the product ClC=1C(=C(C(=C(C1)C(C)NC(OC(C)(C)C)=O)OCC)C=1C=NC(=CC1)C(=O)N(C)C)C#N (tert-butyl [1-(5-chloro-4-cyano-3-{6-[(dimethylamino)carbonyl]pyridin-3-yl}-2-ethoxyphenyl)ethyl]carbamate). Isolated yield 84.6%. RXN SMILES: Br[C:2]1[C:3]([O:21][CH2:22][CH3:23])=[C:4]([CH:11]([NH:13][C:14](=[O:20])[O:15][C:16]([CH3:19])([CH3:18])[CH3:17])[CH3:12])[CH:5]=[C:6]([Cl:10])[C:7]=1[C:8]#[N:9].[CH3:24][N:25]([CH3:37])[C:26]([C:28]1[N:33]=[CH:32][C:31](B(O)O)=[CH:30][CH:29]=1)=[O:27].C(=O)([O-])[O-].[K+].[K+]>O1CCOCC1.O.C1C=CC([P]([Pd]([P](C2C=CC=CC=2)(C2C=CC=CC=2)C2C=CC=CC=2)([P](C2C=CC=CC=2)(C2C=CC=CC=2)C2C=CC=CC=2)[P](C2C=CC=CC=2)(C2C=CC=CC=2)C2C=CC=CC=2)(C2C=CC=CC=2)C2C=CC=CC=2)=CC=1>[Cl:10][C:6]1[C:7]([C:8]#[N:9])=[C:2]([C:31]2[CH:32]=[N:33][C:28]([C:26]([N:25]([CH3:37])[CH3:24])=[O:27])=[CH:29][CH:30]=2)[C:3]([O:21][CH2:22][CH3:23])=[C:4]([CH:11]([NH:13][C:14](=[O:20])[O:15][C:16]([CH3:19])([CH3:18])[CH3:17])[CH3:12])[CH:5]=1 |f:2.3.4,^1:54,56,75,94|. Reported procedure: The tert-butyl [1-(3-bromo-5-chloro-4-cyano-2-ethoxyphenyl)ethyl]carbamate (0.05 g, 0.1 mmol, Example 179, peak 2) was combined with {6-[(dimethylamino)carbonyl]pyridin-3-yl}boronic acid (0.034 g, 0.17 mmol, Example 179, Step 5) in 1,4-dioxane (3.0 mL) and potassium carbonate (0.034 g, 0.25 mmol) dissolved in water (1.0 mL) in a tube. The reaction was degassed with nitrogen and the tetrakis(triphenylphosphine)palladium(0) (0.03 g, 0.02 mmol) was added and degassed again. The tube was sealed and ... Reactants: CCI, CN(C)C=O, O=c1[nH]c(=O)n2c3cc(C(F)(F)F)ccc3sc3cccc1c32, [H-], [Na+]. Yields the product CCn1c(=O)c2cccc3sc4ccc(C(F)(F)F)cc4n(c1=O)c32. Reaction SMILES: [CH2:26]([CH3:27])[I:28].[CH3:29][N:30]([CH3:31])[CH:32]=[O:33].[F:3][C:4]([c:5]1[cH:6][c:7]2[n:8]3[c:9]4[c:10]([cH:11][cH:12][cH:13][c:14]4[s:15][c:16]2[cH:17][cH:18]1)[c:19](=[O:23])[nH:20][c:21]3=[O:22])([F:24])[F:25].[H-:1].[Na+:2]>>[F:3][C:4]([c:5]1[cH:6][c:7]2[n:8]3[c:9]4[c:10]([cH:11][cH:12][cH:13][c:14]4[s:15][c:16]2[cH:17][cH:18]1)[c:19](=[O:23])[n:20]([CH2:26][CH3:27])[c:21]3=[O:22])([F:24])[F:25]. Reactants: C(Cl)Cl.CO (CH2Cl2 methanol), compound, NC1=CC=CC2=CC=3C4=C(C(N(C(C4=C21)=O)CCN(C)C)=O)C=CC3 (11-amino-2-[2-(dimethylamino)ethyl]-1H-dibenzo[de,h]isoquinoline-1,3(2H)-dione). The solvent is C1(=CC=CC=C1)C (toluene). Run at temperature 20 celsius. Product: CN(CCN1C(C2=C3C(=CC=4C2=C(C1=O)C=CC4)C=CC=C3NC(CC(CCCCCCCCC)=O)=O)=O)C (N-{2-[2-(dimethylamino)ethyl]-1,3-dioxo-2,3-dihydro-1H-dibenzo[de,h]isoquinolin-11-yl}-3-oxododecanamide). Isolated yield 63.0%. As a reaction SMILES: [NH2:1][C:2]1[C:15]2[C:6](=[CH:7][C:8]3[C:9]4[C:14]=2[C:13](=[O:16])[N:12]([CH2:17][CH2:18][N:19]([CH3:21])[CH3:20])[C:11](=[O:22])[C:10]=4[CH:23]=[CH:24][CH:25]=3)[CH:5]=[CH:4][CH:3]=1.C(Cl)Cl.[CH3:29][OH:30]>C1(C)C=CC=CC=1>[CH3:21][N:19]([CH3:20])[CH2:18][CH2:17][N:12]1[C:11](=[O:22])[C:10]2[CH:23]=[CH:24][CH:25]=[C:8]3[C:9]=2[C:14](=[C:15]2[C:2]([NH:1][C:13](=[O:16])[CH2:14][C:29](=[O:30])[CH2:24][CH2:25][CH2:8][CH2:7][CH2:6][CH2:15][CH2:2][CH2:3][CH3:4])=[CH:3][CH:4]=[CH:5][C:6]2=[CH:7]3)[C:13]1=[O:16] |f:1.2|. Procedure: To a solution of 100 mg (0.30 mmole) of 11-amino-2-[2-(dimethylamino)ethyl]-1H-dibenzo[de,h]isoquinoline-1,3(2H)-dione (obtained in example 3) in 8 mL of toluene, magnetically stirred at 20° C., 103 mg of the compound of example 19 were added. The mixture was refluxed during 2.5 hours, and then allowed to cool to 20° C. The solvent was then evaporated under reduced pressure and the residue was submitted to a flash chromatography on silica (eluent: CH2Cl2/methanol in a 97:3 volume ratio) to provi... Product: CC1=C(C#N)C(c2ccc3c(c2)c(NCCN2C(=O)c4ccccc4C2=O)nn3C(=O)OC(C)(C)C)C(C#N)=C(C)N1. Reaction SMILES: [C:1]([CH3:2])([CH3:3])([CH3:4])[O:5][C:6](=[O:7])[n:8]1[n:9][c:10]([NH:29][CH2:30][CH2:31][OH:32])[c:11]2[cH:12][c:13]([CH:17]3[C:18]([C:27]#[N:28])=[C:19]([CH3:26])[NH:20][C:21]([CH3:25])=[C:22]3[C:23]#[N:24])[cH:14][cH:15][c:16]12.[CH2:64]1[O:65][CH2:66][CH2:67][CH2:68]1.[NH2:52][C:53](=[O:54])[c:55]1[cH:56][cH:57][cH:58][cH:59][c:60]1[C:61]([NH2:62])=[O:63].[c:33]1([P:34]([c:35]2[cH:36][cH:37][cH:38][cH:39][cH:40]2)[c:41]2[cH:42][cH:43][cH:44][cH:45][cH:46]2)[cH:47][cH:48][cH:49][cH:50][cH:51]1>>[C:1]([CH3:2])([CH3:3])([CH3:4])[O:5][C:6](=[O:7])[n:8]1[n:9][c:10]([NH:29][CH2:30][CH2:31][N:62]2[C:53](=[O:54])[c:55]3[cH:56][cH:57][cH:58][cH:59][c:60]3[C:61]2=[O:63])[c:11]2[cH:12][c:13]([CH:17]3[C:18]([C:27]#[N:28])=[C:19]([CH3:26])[NH:20][C:21]([CH3:25])=[C:22]3[C:23]#[N:24])[cH:14][cH:15][c:16]12. Starting materials: CC1=C(C#N)C(c2ccc3c(c2)c(NCCO)nn3C(=O)OC(C)(C)C)C(C#N)=C(C)N1, C1CCOC1, NC(=O)c1ccccc1C(N)=O, c1ccc(P(c2ccccc2)c2ccccc2)cc1. Starting materials: COc1cc(N2CC(CNC(=O)c3ccc(Cl)s3)OC2=O)ccc1-n1cccc(CCO[Si](c2ccccc2)(c2ccccc2)C(C)(C)C)c1=O, CO, Cl. Product: COc1cc(N2CC(CNC(=O)c3ccc(Cl)s3)OC2=O)ccc1-n1cccc(CCO)c1=O. RXN SMILES: [C:1]([Si:2]([c:3]1[cH:4][cH:5][cH:40][cH:41][cH:42]1)([O:6][CH2:7][CH2:8][c:9]1[c:10](=[O:39])[n:11](-[c:15]2[c:16]([O:37][CH3:38])[cH:17][c:18]([N:21]3[C:22](=[O:36])[O:23][CH:24]([CH2:26][NH:27][C:28](=[O:29])[c:30]4[s:31][c:32]([Cl:35])[cH:33][cH:34]4)[CH2:25]3)[cH:19][cH:20]2)[cH:12][cH:13][cH:14]1)[c:43]1[cH:44][cH:45][cH:46][cH:47][cH:48]1)([CH3:49])([CH3:50])[CH3:51].[CH3:53][OH:54].[ClH:52]>>[OH:6][CH2:7][CH2:8][c:9]1[c:10](=[O:39])[n:11](-[c:15]2[c:16]([O:37][CH3:38])[cH:17][c:18]([N:21]3[C:22](=[O:36])[O:23][CH:24]([CH2:26][NH:27][C:28](=[O:29])[c:30]4[s:31][c:32]([Cl:35])[cH:33][cH:34]4)[CH2:25]3)[cH:19][cH:20]2)[cH:12][cH:13][cH:14]1. The reactants are Cl (HCl), C(C)(C)(C)OC(C(C(C)C)NS(=O)(=O)C1=CC=C(C=C1)Br)=O (2-(4-Bromo-benzenesulfonylamino)-3-methyl-butyric Acid Tert-butyl Ester), COC1=CC=C(C=C1)B(O)O (4-methoxybenzeneboronic acid), C([O-])([O-])=O.[Na+].[Na+] (sodium carbonate). The reagents and catalysts are C=1C=CC(=CC1)[P](C=2C=CC=CC2)(C=3C=CC=CC3)[Pd]([P](C=4C=CC=CC4)(C=5C=CC=CC5)C=6C=CC=CC6)([P](C=7C=CC=CC7)(C=8C=CC=CC8)C=9C=CC=CC9)[P](C=1C=CC=CC1)(C=1C=CC=CC1)C=1C=CC=CC1 (tetrakis(triphenylphosphine)palladium(0)). Run in C(C)(=O)OCC (Ethyl acetate), C1(=CC=CC=C1)C (toluene). Product: C(C)(C)(C)OC(C(C(C)C)NS(=O)(=O)C1=CC=C(C=C1)C1=CC=C(C=C1)OC)=O (2-(4'-Methoxy-biphenyl-4-sulfonylamino)-3-methyl-butyric Acid Tert-butyl Ester). RXN SMILES: [C:1]([O:5][C:6](=[O:22])[CH:7]([NH:11][S:12]([C:15]1[CH:20]=[CH:19][C:18](Br)=[CH:17][CH:16]=1)(=[O:14])=[O:13])[CH:8]([CH3:10])[CH3:9])([CH3:4])([CH3:3])[CH3:2].[CH3:23][O:24][C:25]1[CH:30]=[CH:29][C:28](B(O)O)=[CH:27][CH:26]=1.C(=O)([O-])[O-].[Na+].[Na+].Cl>C1(C)C=CC=CC=1.C1C=CC([P]([Pd]([P](C2C=CC=CC=2)(C2C=CC=CC=2)C2C=CC=CC=2)([P](C2C=CC=CC=2)(C2C=CC=CC=2)C2C=CC=CC=2)[P](C2C=CC=CC=2)(C2C=CC=CC=2)C2C=CC=CC=2)(C2C=CC=CC=2)C2C=CC=CC=2)=CC=1.C(OCC)(=O)C>[C:1]([O:5][C:6](=[O:22])[CH:7]([NH:11][S:12]([C:15]1[CH:20]=[CH:19][C:18]([C:28]2[CH:29]=[CH:30][C:25]([O:24][CH3:23])=[CH:26][CH:27]=2)=[CH:17][CH:16]=1)(=[O:14])=[O:13])[CH:8]([CH3:10])[CH3:9])([CH3:4])([CH3:3])[CH3:2] |f:2.3.4,^1:51,53,72,91|. Reported procedure: A solution of the 4-bromobenzenesulfonamide derivative (1 g, 2.64 mmol) prepared in Step (a) and 4-methoxybenzeneboronic acid (0.48 g, 3.17 mmol) in toluene (10 mL) was treated with tetrakis(triphenylphosphine)palladium(0) (0.15 g, 0.1 mmol) and aqueous sodium carbonate (0.5 g/5 mL H2O), respectively. The reaction mixture was refluxed for 3 hours, then cooled to room temperature. Ethyl acetate (25 mL) and aqueous HCl (1M, 25 mL) were added, the layers separated, and the organic portion was dried... Reactants: COC([C@@H](NC([C@H](NC(=O)OCC1=CC=CC=C1)CC1=CNC2=CC=CC=C12)=O)CC(C)C)=O (Nα -Benzyloxycarbonyl-D-tryptophyl-L-leucine methyl ester), Cl (hydrogen chloride), [H][H] (hydrogen). Reagents/catalysts: [Pd] (palladium-on-carbon). Run in CO (methanol). Run at time 20 minute. The product is Cl.COC([C@@H](NC([C@H](N)CC1=CNC2=CC=CC=C12)=O)CC(C)C)=O (D-Tryptophyl-L-leucine methyl ester hydrochloride). As a reaction SMILES: [CH3:1][O:2][C:3](=[O:34])[C@H:4]([CH2:30][CH:31]([CH3:33])[CH3:32])[NH:5][C:6](=[O:29])[C@@H:7]([CH2:19][C:20]1[C:28]2[C:23](=[CH:24][CH:25]=[CH:26][CH:27]=2)[NH:22][CH:21]=1)[NH:8]C(OCC1C=CC=CC=1)=O.[ClH:35].[H][H]>[Pd].CO>[ClH:35].[CH3:1][O:2][C:3](=[O:34])[C@H:4]([CH2:30][CH:31]([CH3:32])[CH3:33])[NH:5][C:6](=[O:29])[C@@H:7]([CH2:19][C:20]1[C:28]2[C:23](=[CH:24][CH:25]=[CH:26][CH:27]=2)[NH:22][CH:21]=1)[NH2:8] |f:5.6|. Procedure details: Nα -Benzyloxycarbonyl-D-tryptophyl-L-leucine methyl ester, 2.75 g., and 2.65 ml. of 2.23 N hydrogen chloride are dissolved in 100 ml. of methanol followed by the addition of 300 mg. of 10% palladium-on-carbon. The reaction is stirred under a hydrogen atmosphere with hydrogen bubbling through the mixture for seventy minutes. Thin layer chromatography indicates the reaction to be complete in about 20 minutes. The mixture is filtered and the solvent evaporated. The residue is dried under reduced pr... Starting materials: C(C(C)C)(=O)OC (methyl isobutyrate), Cl (hydrochloric acid), [Li+].CCC[CH2-] (N-butyllithium), C(C)(C)NC(C)C (diisopropylamine), ICCCC1(OCCO1)C1=CC=CC=C1 (2-(3-iodopropyl)-2-phenyl-1,3-dioxolane). Solvent: O1CCCC1 (tetrahydrofuran), C(C)(=O)OCC.CCCCCC (ethyl acetate hexane), O1CCCC1 (tetrahydrofuran), CN(P(=O)(N(C)C)N(C)C)C (hexamethylphosphoramide). Reaction conditions: temperature -78 celsius, time 20 minute. The product is CC(C(=O)OC)(CCCC(C1=CC=CC=C1)=O)C (methyl 2,2-dimethyl-6-oxo-6-phenylhexanoate). Yield: 45.0%. RXN SMILES: [Li+].CCC[CH2-].C(NC(C)C)(C)C.[C:13]([O:18][CH3:19])(=[O:17])[CH:14]([CH3:16])[CH3:15].I[CH2:21][CH2:22][CH2:23][C:24]1([C:29]2[CH:34]=[CH:33][CH:32]=[CH:31][CH:30]=2)[O:28]CCO1.Cl>O1CCCC1.C(OCC)(=O)C.CCCCCC.CN(C)P(N(C)C)(N(C)C)=O>[CH3:15][C:14]([CH3:16])([CH2:21][CH2:22][CH2:23][C:24](=[O:28])[C:29]1[CH:30]=[CH:31][CH:32]=[CH:33][CH:34]=1)[C:13]([O:18][CH3:19])=[O:17] |f:0.1,7.8|. Procedure details: N-butyllithium (1.6N hexane solution, 2.16 ml) was added dropwise to a solution of diisopropylamine (0.529 ml) in tetrahydrofuran (5 ml) at −20° C. under nitrogen atmosphere. After stirring for 20 minutes, the mixture was cooled to −78° C., and methyl isobutyrate (0.397 ml) in tetrahydrofuran (5 ml) was added dropwise over 30 minutes. The reaction mixture was further stirred for 20 minutes, 2-(3-iodopropyl)-2-phenyl-1,3-dioxolane (1.00 g) and hexamethylphosphoramide (0.602 ml) were added. After ...